Dataset: the Open Reaction Database (ORD), a public repository of structured organic reaction records. Task: describe an organic reaction: reactants, conditions, products, and yield Procedure details: (24R)-5,7-Ergostadiene-1α,3β,25-triol (IIb) (100 mg, 0.23 mmol) prepared in Example 13 was dissolved in ether (1000 ml) and the solution was irradiated for 3 minutes with high pressure mercury lamp using 1.5% aqueous potassium nitrate solution as a filter under water-cooling in an argon gas stream. From the reaction solution was distilled off ether and the resultant residue was purified by preparative high performance liquid chromatography (HPLC) [column: LiChrosorb® Si60 (7 μm), φ25×250 mm, Mer... Yields the product CC1=C(C[C@H](CC1)O)/C=C\C2=CCC[C@]3([C@H]2CC[C@@H]3[C@H](C)CCCC(C)C)C (previtamin D). RXN SMILES: [CH3:1][C:2](O)([C@@H:4]([CH2:6][CH2:7][C@H:8]([C@@H:10]1[C@:27]2([CH3:28])[C@H:13]([C:14]3[C@H:24]([CH2:25][CH2:26]2)[C@:22]2([CH3:23])[C:17]([CH2:18][C@@H:19]([OH:30])[CH2:20][C@@H:21]2O)=[CH:16][CH:15]=3)[CH2:12][CH2:11]1)[CH3:9])C)[CH3:3].[N+]([O-])([O-])=O.[K+]>CCOCC>[CH3:23][C:22]1[CH2:21][CH2:20][C@H:19]([OH:30])[CH2:18][C:17]=1/[CH:16]=[CH:15]\[C:14]1[C@@H:13]2[CH2:12][CH2:11][C@H:10]([C@@H:8]([CH2:7][CH2:6][CH2:4][CH:2]([CH3:3])[CH3:1])[CH3:9])[C@@:27]2([CH3:28])[CH2:26][CH2:25][CH:24]=1 |f:1.2|. Solvent: CCOCC (ether). Isolated yield 28.3%. Starting materials: CC(C)([C@H](C)CC[C@@H](C)[C@H]1CC[C@H]2C3=CC=C4C[C@H](C[C@@H]([C@]4(C)[C@H]3CC[C@]12C)O)O)O ((24R)-5,7-Ergostadiene-1α,3β,25-triol), [N+](=O)([O-])[O-].[K+] (potassium nitrate). The reactants are CC1=C(SC=C1)C(=O)Cl (3-Methyl-thiophene-2-carbonyl chloride), C(C)(C)(C)OC(CN1C(=NC2=C1C=CC(=C2)NCC2=CC=CC=C2)CCC)=O ((5-benzylamino-2-propyl-benzoimidazol-1-yl)-acetic acid tert-butyl ester), CCN(C(C)C)C(C)C (DIEA). Reagents/catalysts: CN(C)C=1C=CN=CC1 (DMAP). The solvent is C(Cl)Cl (CH2Cl2), Cl (HCl). Run at time 8 hour. Yields the product C(C)(C)(C)OC(CN1C(=NC2=C1C=CC(=C2)N(C(=O)C=2SC=CC2C)CC2=CC=CC=C2)CCC)=O ({5-[Benzyl-(3-methyl-thiophene-2-carbonyl)-amino]-2-propyl-benzoimidazol-1-yl}-acetic acid tert-butyl ester). RXN SMILES: [CH3:1][C:2]1[CH:6]=[CH:5][S:4][C:3]=1[C:7](Cl)=[O:8].[C:10]([O:14][C:15](=[O:37])[CH2:16][N:17]1[C:21]2[CH:22]=[CH:23][C:24]([NH:26][CH2:27][C:28]3[CH:33]=[CH:32][CH:31]=[CH:30][CH:29]=3)=[CH:25][C:20]=2[N:19]=[C:18]1[CH2:34][CH2:35][CH3:36])([CH3:13])([CH3:12])[CH3:11].CCN(C(C)C)C(C)C>CN(C1C=CN=CC=1)C.C(Cl)Cl.Cl>[C:10]([O:14][C:15](=[O:37])[CH2:16][N:17]1[C:21]2[CH:22]=[CH:23][C:24]([N:26]([CH2:27][C:28]3[CH:29]=[CH:30][CH:31]=[CH:32][CH:33]=3)[C:7]([C:3]3[S:4][CH:5]=[CH:6][C:2]=3[CH3:1])=[O:8])=[CH:25][C:20]=2[N:19]=[C:18]1[CH2:34][CH2:35][CH3:36])([CH3:13])([CH3:12])[CH3:11]. Reported procedure: 3-Methyl-thiophene-2-carbonyl chloride (41 μL, 0.36 mmol) was added to a solution of (5-benzylamino-2-propyl-benzoimidazol-1-yl)-acetic acid tert-butyl ester (45 mg, 0.12 mmol), DIEA (41 μL, 0.24 mmol) and DMAP (15 mg, 0.12 mmol) in CH2Cl2 (1 mL), and stirred overnight at room temperature. The reaction solution was diluted with aqueous HCl (1.0 M) and filtered through an Extrelut column. The Extrelut column was washed with CH2Cl2, and the filtrate was concentrated to afford the subtitle compound... The reactants are CC1=C(C=C(C(=O)NC2C3(CCC(C2(C)C)C3)C)C=C1)S(=O)(=O)N1CCNCC1 (4-Methyl-3-(piperazine-1-sulfonyl)-N-(1,3,3-trimethyl-bicyclo-[2.2.1]hept-2-yl)-benzamide), C(C)OC(C)=O.CCCCCC (ethylacetate hexane), COC(CBr)=O (bromoacetic acid methylester). Solvent: ClCCl (dichloromethane). Product: COC(CN1CCN(CC1)S(=O)(=O)C1=C(C=CC(=C1)C(NC1C2(CCC(C1(C)C)C2)C)=O)C)=O ({4-[2-Methyl-5-(1,3,3-trimethyl-bicyclo-[2.2.1]hept-2-ylcarbamoyl)-benzene -sulfonyl]-piperazin-1-yl}-acetic acid methyl ester). RXN SMILES: [CH3:1][C:2]1[CH:20]=[CH:19][C:5]([C:6]([NH:8][CH:9]2[C:14]([CH3:16])([CH3:15])[CH:13]3[CH2:17][C:10]2([CH3:18])[CH2:11][CH2:12]3)=[O:7])=[CH:4][C:3]=1[S:21]([N:24]1[CH2:29][CH2:28][NH:27][CH2:26][CH2:25]1)(=[O:23])=[O:22].[CH3:30][O:31][C:32](=[O:35])[CH2:33]Br.C(OC(=O)C)C.CCCCCC>ClCCl>[CH3:30][O:31][C:32](=[O:35])[CH2:33][N:27]1[CH2:28][CH2:29][N:24]([S:21]([C:3]2[CH:4]=[C:5]([C:6](=[O:7])[NH:8][CH:9]3[C:14]([CH3:15])([CH3:16])[CH:13]4[CH2:17][C:10]3([CH3:18])[CH2:11][CH2:12]4)[CH:19]=[CH:20][C:2]=2[CH3:1])(=[O:23])=[O:22])[CH2:25][CH2:26]1 |f:2.3|. Reported procedure: Compound 30 was prepared from 117 mg 29 by stirring in 5 mL dry dichloromethane adding 100 μl N,N-diisopropylethylamine and 25 μl bromoacetic acid methylester overnight at room temperature. After aqueous work-up the product 30 was isolated by SiO2 chromatography (5-20% ethylacetate/hexane) and 23 mg of an off white solid was obtained (21% yield). MS (M+1)=492. The reactants are [O-]S(=O)(=O)[O-].[Mg+2] (MgSO4), [H-].[H-].[H-].[H-].[Li+].[Al+3] (LiAlH4), CC=1NC2=CC=CC=C2C1C(C(=O)N)=O (2-methylindole-3-glyoxylamide), [OH-].[Na+] (NaOH). Run in C1CCOC1 (THF), O (H2O), O (H2O). Conditions: temperature 0 celsius, time 30 minute. The product is CC1=C(CCN)C2=CC=CC=C2N1 (2-methyltryptamine). RXN SMILES: [H-].[H-].[H-].[H-].[Li+].[Al+3].[CH3:7][C:8]1[NH:9][C:10]2[C:15]([C:16]=1[C:17](=O)[C:18]([NH2:20])=O)=[CH:14][CH:13]=[CH:12][CH:11]=2.[OH-].[Na+].[O-]S([O-])(=O)=O.[Mg+2]>C1COCC1.O>[CH3:7][C:8]1[NH:9][C:10]2[C:15](=[CH:14][CH:13]=[CH:12][CH:11]=2)[C:16]=1[CH2:17][CH2:18][NH2:20] |f:0.1.2.3.4.5,7.8,9.10|. Reported procedure: A suspension of LiAlH4 (17 g, 445 mmol) in dry THF (1000 mL) is cooled to 0° C. and 2-methylindole-3-glyoxylamide (30 g, 148 mmol) is added in portions over 30 minutes. The mixture is stirred at room temperature for 30 minutes and then maintained at reflux for 3 hours. The reaction is cooled to 0° C. and treated with H2O (17 ml), 15% NaOH (aq., 17 ml) and H2O (51 ml). The mixture is treated with MgSO4, filtered and the filtrate evaporated to give 2-methyltryptamine which is dissolved in MeOH. Me... Reaction SMILES: [CH3:15][O:16][c:17]1[c:18]([CH:25]=[CH:26][C:27](=[O:28])[OH:29])[cH:19][cH:20][cH:21][c:22]1[O:23][CH3:24].[F:1][C:2]([CH2:3][CH2:4][CH2:5][CH2:6][n:7]1[n:8][c:9]([NH2:12])[cH:10][cH:11]1)([CH3:13])[F:14]>>[F:1][C:2]([CH2:3][CH2:4][CH2:5][CH2:6][n:7]1[n:8][c:9]([NH:12][C:27]([CH:26]=[CH:25][c:18]2[c:17]([O:16][CH3:15])[c:22]([O:23][CH3:24])[cH:21][cH:20][cH:19]2)=[O:28])[cH:10][cH:11]1)([CH3:13])[F:14]. The product is COc1cccc(C=CC(=O)Nc2ccn(CCCCC(C)(F)F)n2)c1OC. Starting materials: COc1cccc(C=CC(=O)O)c1OC, CC(F)(F)CCCCn1ccc(N)n1.